This data is from the Open Reaction Database (ORD), a public repository of structured organic reaction records. The task is: describe an organic reaction: reactants, conditions, products, and yield Reaction SMILES: [CH3:1][S:2][C:3]1[CH:8]=[CH:7][C:6]([N:9]([CH2:14][C:15]([O:17]C(C)(C)C)=[O:16])[S:10]([CH3:13])(=[O:12])=[O:11])=[CH:5][CH:4]=1>Cl.O1CCOCC1.O>[CH3:1][S:2][C:3]1[CH:8]=[CH:7][C:6]([N:9]([CH2:14][C:15]([OH:17])=[O:16])[S:10]([CH3:13])(=[O:12])=[O:11])=[CH:5][CH:4]=1. The product is CSC1=CC=C(C=C1)N(S(=O)(=O)C)CC(=O)O (2-(N-(4-(methylthio)phenyl)methyl-sulfonamido)acetic acid). Run at time 8 hour. Run in Cl (HCl), O1CCOCC1 (Dioxane), O (water). Yield: 82.0%. Starting materials: CSC1=CC=C(C=C1)N(S(=O)(=O)C)CC(=O)OC(C)(C)C (Tert-butyl 2-(N-(4-(methylthio)phenyl)methylsulfonamido)acetate). Procedure details: Tert-butyl 2-(N-(4-(methylthio)phenyl)methylsulfonamido)acetate (220 mg, 0.664 mmol) was dissolved in HCl 4M in Dioxane (4 ml). The reaction was stirred at RT for 8 hours. The reaction mixture was diluted with water and extracted with EtOAc. The organic phase was dried over Na2SO4 and concentrated under vacuum, and the crude product was triturated with Petroleum Ether to give 2-(N-(4-(methylthio)phenyl)methyl-sulfonamido)acetic acid (150 mg, 82% yield). The reactants are CC(C)c1ccc(S(N)(=O)=O)nc1, Cl, [K+], [K], O=[Mn](=O)(=O)[O-], O. The product is CC(C)(O)c1ccc(S(N)(=O)=O)nc1. RXN SMILES: [CH:2]([CH3:3])([CH3:4])[c:5]1[cH:6][cH:7][c:8]([S:11](=[O:12])(=[O:13])[NH2:14])[n:9][cH:10]1.[ClH:21].[K+:20].[K:1].[Mn:15](=[O:16])([O-:17])(=[O:18])=[O:19].[OH2:22]>>[C:2]([CH3:3])([CH3:4])([c:5]1[cH:6][cH:7][c:8]([S:11](=[O:12])(=[O:13])[NH2:14])[n:9][cH:10]1)[OH:16].